From a dataset of the Open Reaction Database (ORD), a public repository of structured organic reaction records. describe an organic reaction: reactants, conditions, products, and yield Starting materials: ClC1=CC2=C(OC3=C(CN2C(=O)NCC(C=C)=O)C=CC=C3)C=C1 (8-chloro-N-(2-oxo-3-butenyl)dibenz[b,f][1,4]oxazepin-10(11H)-carboxamide), C(C)S (ethanethiol), N1CCCCC1 (piperidine), [OH-].C(C1=CC=CC=C1)[N+](C)(C)C (N-benzyltrimethylammonium hydroxide), CO (methanol). Run in C(Cl)Cl (methylene chloride), C(Cl)Cl (methylene chloride). Yields the product ClC1=CC2=C(OC3=C(CN2C(=O)NCC(CCS(=O)(=O)CC)=O)C=CC=C3)C=C1 (8-chloro-N-[4-(ethylsulfonyl)-2-oxobutyl]dibenz[b,f][1,4]oxazepin-10(11H)-carboxamide). RXN SMILES: [Cl:1][C:2]1[CH:24]=[CH:23][C:5]2[O:6][C:7]3[CH:22]=[CH:21][CH:20]=[CH:19][C:8]=3[CH2:9][N:10]([C:11]([NH:13][CH2:14][C:15](=[O:18])[CH:16]=[CH2:17])=[O:12])[C:4]=2[CH:3]=1.[CH2:25]([SH:27])[CH3:26].N1CCCCC1.[OH-:34].C([N+](C)(C)C)C1C=CC=CC=1.C[OH:47]>C(Cl)Cl>[Cl:1][C:2]1[CH:24]=[CH:23][C:5]2[O:6][C:7]3[CH:22]=[CH:21][CH:20]=[CH:19][C:8]=3[CH2:9][N:10]([C:11]([NH:13][CH2:14][C:15](=[O:18])[CH2:16][CH2:17][S:27]([CH2:25][CH3:26])(=[O:47])=[O:34])=[O:12])[C:4]=2[CH:3]=1 |f:3.4|. Procedure details: A solution of 8-chloro-N-(2-oxo-3-butenyl)dibenz[b,f][1,4]oxazepin-10(11H)-carboxamide (1.00 gram), ethanethiol (0.23 mL), piperidine (0.092 mL), and N-benzyltrimethylammonium hydroxide (0,092 mL) in methylene chloride (16 mL) and methanol (4 mL) was stirred at room temperature for 5 hours. The reaction was diluted with methylene chloride (100 mL), washed with 100 mL each of 1N HCl (two times), water, saturated aqueous sodium bicarbonate, and brine, dried over MgSO4, and evaporated in vacuo. The...